Dataset: the Open Reaction Database (ORD), a public repository of structured organic reaction records. Task: describe an organic reaction: reactants, conditions, products, and yield Reactants: COC(C1=CN=C(C(=C1)Br)O)=O (5-bromo-6-hydroxy-nicotinic acid methyl ester), COCCO (2-methoxyethanol), ClC1=CC=C(C=C1)B(O)O ((4-chloro-phenyl)-boronic acid), Cl.NC[C@H]1[C@@H](CCCC1)O (trans-2-aminomethyl-1-cyclohexanol hydrochloride). The product is ClC1=CC=C(C=C1)C=1C(=NC=C(C(=O)NCC2C(CCCC2)O)C1)OCCOC (racemic 5-(4-chloro-phenyl)-N-((1SR,2RS)-2-hydroxy-cyclohexylmethyl)-6-(2-methoxy-ethoxy)-nicotinamide). As a reaction SMILES: CO[C:3](=[O:12])[C:4]1[CH:9]=[C:8](Br)[C:7]([OH:11])=[N:6][CH:5]=1.[Cl:13][C:14]1[CH:19]=[CH:18][C:17](B(O)O)=[CH:16][CH:15]=1.Cl.[NH2:24][CH2:25][C@@H:26]1[CH2:31][CH2:30][CH2:29][CH2:28][C@H:27]1[OH:32].[CH3:33][O:34][CH2:35][CH2:36]O>>[Cl:13][C:14]1[CH:19]=[CH:18][C:17]([C:8]2[C:7]([O:11][CH2:36][CH2:35][O:34][CH3:33])=[N:6][CH:5]=[C:4]([CH:9]=2)[C:3]([NH:24][CH2:25][CH:26]2[CH2:31][CH2:30][CH2:29][CH2:28][CH:27]2[OH:32])=[O:12])=[CH:16][CH:15]=1 |f:2.3|. Procedure: The title compound was synthesized in analogy to Example 102, using 5-bromo-6-hydroxy-nicotinic acid methyl ester, 2-methoxyethanol, (4-chloro-phenyl)-boronic acid and trans-2-aminomethyl-1-cyclohexanol hydrochloride as starting materials to yield racemic 5-(4-chloro-phenyl)-N-((1SR,2RS)-2-hydroxy-cyclohexylmethyl)-6-(2-methoxy-ethoxy)-nicotinamide. MS (ISP) 419.1 (M+H)+. Starting materials: S1C(=CC=C1)C=1SC=CC1 (bithiophene), C(CCCCC)(=O)OC(CCCCC)=O (hexanoic anhydride), B(F)(F)F.CCOCC (boron trifluoride etherate), CCCC(CC)C1=CC=C(S1)C=1SC(=CC1)C=1SC(=CC1)C=1SC(=CC1)C(CCC)CC (5,5′″-Bis(4-n-hexyl)-2,2′:5′,2″:5″,2′″-quaterthiophene). Run in C1(=CC=CC=C1)C (toluene). Conditions: temperature 100 celsius. Yields the product C(CCCCC)(=O)C1=CC=C(S1)C=1SC=CC1 (5′-hexanoylbithiophene). As a reaction SMILES: CC[CH2:3][CH:4]([C:7]1S[C:10]([C:12]2[S:13][C:14]([C:17]3[S:18][C:19](C4SC(C(CC)CCC)=CC=4)=[CH:20][CH:21]=3)=[CH:15][CH:16]=2)=[CH:9][CH:8]=1)CC.S1C=CC=C1C1SC=CC=1.C(OC(=O)CCCCC)(=[O:49])CCCCC.B(F)(F)F.CCOCC>C1(C)C=CC=CC=1>[C:10]([C:12]1[S:13][C:14]([C:17]2[S:18][CH:19]=[CH:20][CH:21]=2)=[CH:15][CH:16]=1)(=[O:49])[CH2:9][CH2:8][CH2:7][CH2:4][CH3:3] |f:3.4|. Procedure details: Preparation of 5,5′″-Bis(4-n-hexyl)-2,2′:5′,2″:5″,2′″-quaterthiophene (6TTTT6) is now discussed. A mixture of 6.2 g of bithiophene, 8.0 g of hexanoic anhydride, and 0.4 g boron trifluoride etherate is heated to about 100° C. and allowed to cool. The resulting mixture is dissolved in toluene, washed with aqueous sodium bicarbonate (allowing for venting of carbon dioxide gas), dried with magnesium sulfate, filtered, concentrated on a rotary evaporator, and chromatographed on 160 grams of silica ge... Starting materials: Br, CCCCCC(C=CC1C(OC2CCCCO2)CC(O)C1CC=CCCCC(=O)OC)OC1CCCCO1, [Ca+2], [Cl-], [NH4+], O=C([O-])[O-], C1CCOC1, Br[Se]c1ccccc1, [Se]=[SeH-](c1ccccc1)c1ccccc1. The product is CCCCCC(C=CC1C(OC2CCCCO2)CC2OC(C(CCCC(=O)OC)[Se]c3ccccc3)CC21)OC1CCCCO1. As a reaction SMILES: [Br:52].[CH3:1][O:2][C:3]([CH2:4][CH2:5][CH2:6][CH:7]=[CH:8][CH2:9][CH:10]1[CH:11]([OH:37])[CH2:12][CH:13]([O:30][CH:31]2[O:32][CH2:33][CH2:34][CH2:35][CH2:36]2)[CH:14]1[CH:15]=[CH:16][CH:17]([CH2:18][CH2:19][CH2:20][CH2:21][CH3:22])[O:23][CH:24]1[O:25][CH2:26][CH2:27][CH2:28][CH2:29]1)=[O:38].[Ca+2:39].[Cl-:67].[NH4+:68].[O-:40][C:41](=[O:42])[O-:43].[O:69]1[CH2:70][CH2:71][CH2:72][CH2:73]1.[c:44]1([Se:50][Br:51])[cH:45][cH:46][cH:47][cH:48][cH:49]1.[c:53]1([SeH-:54]([c:55]2[cH:56][cH:57][cH:58][cH:59][cH:60]2)=[Se:61])[cH:62][cH:63][cH:64][cH:65][cH:66]1>>[CH3:1][O:2][C:3]([CH2:4][CH2:5][CH2:6][CH:7]([CH:8]1[CH2:9][CH:10]2[CH:11]([CH2:12][CH:13]([O:30][CH:31]3[O:32][CH2:33][CH2:34][CH2:35][CH2:36]3)[CH:14]2[CH:15]=[CH:16][CH:17]([CH2:18][CH2:19][CH2:20][CH2:21][CH3:22])[O:23][CH:24]2[O:25][CH2:26][CH2:27][CH2:28][CH2:29]2)[O:37]1)[Se:50][c:44]1[cH:45][cH:46][cH:47][cH:48][cH:49]1)=[O:38].